From a dataset of the Open Reaction Database (ORD), a public repository of structured organic reaction records. describe an organic reaction: reactants, conditions, products, and yield The reactants are FC1=C(C(=O)O)C=CC=C1OC (2-fluoro-3-methoxybenzoic acid), N1C(=NC2=C1C=CC=C2)C2=NNC=C2N (3-(1H-benzimidazol-2-yl)-1H-pyrazol-4-ylamine), C(CCl)Cl (EDC), C=1C=CC2=C(C1)N=NN2O (HOBt). Solvent: CN(C)C=O (DMF), O (water). Reaction conditions: time 20 hour. The product is N1C(=NC2=C1C=CC=C2)C2=NNC=C2NC(C2=C(C(=CC=C2)OC)F)=O (N-[3-(1H-benzimidazol-2-yl)-1H-pyrazol-4-yl]-2-fluoro-3-methoxy-benzamide). Yield: 8.0%. Reaction SMILES: [F:1][C:2]1[C:10]([O:11][CH3:12])=[CH:9][CH:8]=[CH:7][C:3]=1[C:4]([OH:6])=O.[NH:13]1[C:17]2[CH:18]=[CH:19][CH:20]=[CH:21][C:16]=2[N:15]=[C:14]1[C:22]1[C:26]([NH2:27])=[CH:25][NH:24][N:23]=1.C(Cl)CCl.C1C=CC2N(O)N=NC=2C=1>CN(C=O)C.O>[NH:15]1[C:16]2[CH:21]=[CH:20][CH:19]=[CH:18][C:17]=2[N:13]=[C:14]1[C:22]1[C:26]([NH:27][C:4](=[O:6])[C:3]2[CH:7]=[CH:8][CH:9]=[C:10]([O:11][CH3:12])[C:2]=2[F:1])=[CH:25][NH:24][N:23]=1. Procedure details: A mixture of 2-fluoro-3-methoxybenzoic acid (47 mg, 0.28 mmol), 3-(1H-benzimidazol-2-yl)-1H-pyrazol-4-ylamine (50 mg, 0.25 mmol), EDC (58 mg, 0.30 mmol) and HOBt (41 mg, 0.30 mmol) in DMF (1.5 ml) was stirred at ambient temperature for 20 h. The reaction mixture was poured into water (30 ml) and the resultant solid collected by filtration and purified by re-crystallisation from MeOH/petrol to yield N-[3-(1H-benzimidazol-2-yl)-1H-pyrazol-4-yl]-2-fluoro-3-methoxy-benzamide (7 mg, 8%) as a gray sol... The reactants are NN1C=C(C(C2=CC=C(N=C12)C)=O)C(=O)OCC (ethyl 1-amino-1,4-dihydro-7-methyl-4-oxo-1,8-naphthyridine-3-carboxylate), [OH-].[Na+] (sodium hydroxide). The solvent is O (water). The product is NN1C=C(C(C2=CC=C(N=C12)C)=O)C(=O)O (1-amino-1,4-dihydro-7-methyl-4-oxo-1,8naphthyridine-3-carboxylic acid). Yield: 88.0%. RXN SMILES: [NH2:1][N:2]1[C:11]2[C:6](=[CH:7][CH:8]=[C:9]([CH3:12])[N:10]=2)[C:5](=[O:13])[C:4]([C:14]([O:16]CC)=[O:15])=[CH:3]1.[OH-].[Na+]>O>[NH2:1][N:2]1[C:11]2[C:6](=[CH:7][CH:8]=[C:9]([CH3:12])[N:10]=2)[C:5](=[O:13])[C:4]([C:14]([OH:16])=[O:15])=[CH:3]1 |f:1.2|. Procedure: A mixture of 10.0 g (0.0405 m) of ethyl 1-amino-1,4-dihydro-7-methyl-4-oxo-1,8-naphthyridine-3-carboxylate, 1.94 g (0.0486 m) of sodium hydroxide and 350 ml of water was heated on a steam bath for two hours. The resulting solution was filtered, cooled and neutralized with 3 ml of acetic acid while stirring. The solid product was collected by filtration, washed with water and recrystallized by dissolving it in 100 ml of boiling dimethylformamide and adding 100 ml of ether to the cooled solution. ...